From a dataset of the Open Reaction Database (ORD), a public repository of structured organic reaction records. describe an organic reaction: reactants, conditions, products, and yield The reactants are BrC=1C(=CC2=C(C(C3=NC=CC=C3CO2)=C2CCNCC2)C1)Cl (4-(9-Bromo-8-chloro-5,11-dihydro[1]benzoxepino[4,3-b]pyridin-11-ylidene)-piperidine), [N+]1(=CC=C(C=C1)CC(=O)O)[O-] (4-pyridine-acetic acid 1-oxide), C=1C=CC2=C(C1)N=NN2O (HOBT), CCN=C=NCCCN(C)C.Cl (EDCl), CN1CCOCC1 (N-Methyl-morpholine). Run in CN(C)C=O (DMF). Run at temperature 20 celsius, time 8 hour. The product is BrC=1C(=CC2=C(C(C3=NC=CC=C3CO2)=C2CC[N+](CC2)(C(CC2=CC=NC=C2)=O)[O-])C1)Cl (4-(9-bromo-8-chloro-5,11-dihydro[1]benzoxepino[4,3-b]pyridin-11-ylidene)-1-(4-pyridine-acetyl)piperidine N1-oxide). Isolated yield 97.8%. RXN SMILES: [Br:1][C:2]1[C:3]([Cl:23])=[CH:4][C:5]2[O:15][CH2:14][C:13]3[C:8](=[N:9][CH:10]=[CH:11][CH:12]=3)[C:7](=[C:16]3[CH2:21][CH2:20][NH:19][CH2:18][CH2:17]3)[C:6]=2[CH:22]=1.[N+:24]1([O-])[CH:29]=[CH:28][C:27]([CH2:30][C:31](O)=[O:32])=[CH:26][CH:25]=1.C1C=CC2N([OH:44])N=NC=2C=1.CCN=C=NCCCN(C)C.Cl.CN1CCOCC1>CN(C=O)C>[Br:1][C:2]1[C:3]([Cl:23])=[CH:4][C:5]2[O:15][CH2:14][C:13]3[C:8](=[N:9][CH:10]=[CH:11][CH:12]=3)[C:7](=[C:16]3[CH2:17][CH2:18][N+:19]([O-:44])([C:31](=[O:32])[CH2:30][C:27]4[CH:28]=[CH:29][N:24]=[CH:25][CH:26]=4)[CH2:20][CH2:21]3)[C:6]=2[CH:22]=1 |f:3.4|. Procedure details: 4-(9-Bromo-8-chloro-5,11-dihydro[1]benzoxepino[4,3-b]pyridin-11-ylidene)-piperidine (130 mg, 0.33 mmol), 4-pyridine-acetic acid 1-oxide (130 mg, 0.85 mmol), HOBT (120 mg, 0.89 mmol), and EDCl (160 mg, 0.83 mmol) were stirred at 0° C. in DMF (5 ml, anhydrous). N-Methyl-morpholine (0.5 ml, 4.53 mmol) was added, and the reaction mixture was stirred overnight at 20° C. The solvent was evaporated off, and the residue was extracted with methylene chloride (2×100 ml) and water (30 ml). The organic laye... Reactants: CN1CCCC1=O, CNc1nc(Cl)cc(Cl)n1, NS(=O)(=O)c1ccc(F)cc1, [K]. The product is CNc1nc(Cl)cc(NS(=O)(=O)c2ccc(F)cc2)n1. As a reaction SMILES: [CH3:23][N:24]1[CH2:25][CH2:26][CH2:27][C:28]1=[O:29].[Cl:1][c:2]1[n:3][c:4]([NH:9][CH3:10])[n:5][c:6]([Cl:8])[cH:7]1.[F:12][c:13]1[cH:14][cH:15][c:16]([S:19](=[O:20])(=[O:21])[NH2:22])[cH:17][cH:18]1.[K:11]>>[Cl:1][c:2]1[n:3][c:4]([NH:9][CH3:10])[n:5][c:6]([NH:22][S:19]([c:16]2[cH:15][cH:14][c:13]([F:12])[cH:18][cH:17]2)(=[O:20])=[O:21])[cH:7]1. The reactants are [Si](C)(C)(C(C)(C)C)Cl (t-butyldimethylsilyl chloride), O[C@@H]1CC2=CC[C@H]3[C@@H]4C=CC([C@@]4(C)CC[C@@H]3[C@]2(CC1)C)=O (3β-hydroxyandrosta-5,15-dien-17-one), O (water), resultant suspension. The reagents and catalysts are CN(C1=CC=NC=C1)C (4-dimethylaminopyridine). Run in CN(C)C=O (DMF). The product is CC(C)(C)[Si](O[C@@H]1CC2=CC[C@H]3[C@@H]4C=CC([C@@]4(C)CC[C@@H]3[C@]2(CC1)C)=O)(C)C (3β-[[(1,1-dimethylethyl)dimethylsilyl]oxy]androst-5,15-dien-17-one). As a reaction SMILES: [Si:1](Cl)([C:4]([CH3:7])([CH3:6])[CH3:5])([CH3:3])[CH3:2].[OH:9][C@H:10]1[CH2:27][CH2:26][C@@:25]2([CH3:28])[C:12](=[CH:13][CH2:14][C@@H:15]3[C@@H:24]2[CH2:23][CH2:22][C@@:20]2([CH3:21])[C@H:16]3[CH:17]=[CH:18][C:19]2=[O:29])[CH2:11]1.O>CN(C)C1C=CN=CC=1.CN(C=O)C>[CH3:5][C:4]([Si:1]([CH3:3])([CH3:2])[O:9][C@H:10]1[CH2:27][CH2:26][C@@:25]2([CH3:28])[C:12](=[CH:13][CH2:14][C@@H:15]3[C@@H:24]2[CH2:23][CH2:22][C@@:20]2([CH3:21])[C@H:16]3[CH:17]=[CH:18][C:19]2=[O:29])[CH2:11]1)([CH3:7])[CH3:6]. Procedure: Add t-butyldimethylsilyl chloride (5.49 g, 36.4 mmol), 4-dimethylaminopyridine (0.21 g, 1.74 mmol) and triethylarmine (5.32 mL, 38.14 mmol) to a stirred solution of 3β-hydroxyandrosta-5,15-dien-17-one (M81, 10.00 g, 34.8 mmol) in anhydrous DMF (175 mL) under nitrogen. Stir the resultant suspension at room temperature for 3 days and then pour into rapidly stirred water (750 mL). Filter the resultant suspension and crystallize the white solid to give 3β-[[(1,1-dimethylethyl)dimethylsilyl]oxy]andro... Reactants: CO (methanol), CN1C(=CC2=CC=CC=C12)CCNCC=1N=CN(C1C)S(=O)(=O)N(C)C (4-[[[(1-methyl-1H-indol-2-yl)ethyl]amino]methyl]-N,N,5-trimethyl-1H-imidazole-1-sulphonamide), [Cl-].[Cl-].[Cl-].[Al+3] (aluminium trichloride), C(=O)(Cl)Cl (phosgene). The solvent is ClCCl (dichloromethane). Run at time 2 hour. Product: CN1C2=C(C=3C=CC=CC13)C(N(CC2)CC=2N=CNC2C)=O (2,3,4,5-Tetrahydro-5-methyl-2-[(5-methyl-1H-imidazol-4-yl)methyl]-1H-pyrido[4,3-b]indol-1-one). Reaction SMILES: [CH3:1][N:2]1[C:10]2[C:5](=[CH:6][CH:7]=[CH:8][CH:9]=2)[CH:4]=[C:3]1[CH2:11][CH2:12][NH:13][CH2:14][C:15]1[N:16]=[CH:17][N:18](S(N(C)C)(=O)=O)[C:19]=1[CH3:20].[C:27](Cl)(Cl)=[O:28].[Cl-].[Cl-].[Cl-].[Al+3].CO>ClCCl>[CH3:1][N:2]1[C:10]2[CH:9]=[CH:8][CH:7]=[CH:6][C:5]=2[C:4]2[C:27](=[O:28])[N:13]([CH2:14][C:15]3[N:16]=[CH:17][NH:18][C:19]=3[CH3:20])[CH2:12][CH2:11][C:3]1=2 |f:2.3.4.5|. Reported procedure: A solution of 4-[[[(1-methyl-1H-indol-2-yl)ethyl]amino]methyl]-N,N,5-trimethyl-1H-imidazole-1-sulphonamide (140 mg) in dry dichloromethane (15 ml) was cooled to 5° and the mixture was stirred under nitrogen while phosgene (12% w/w solution in toluene; 1 ml) was added dropwise. The reaction mixture was stirred at room temperature for 2 h, aluminium trichloride (60 mg) was powdered and added, and stirring was continued overnight. After this time methanol (1 ml) was added and the reaction mixture w... Starting materials: O=C1CCCC=2N=C(SC21)NC(C)=O (N-(7-Oxo-4,5,6,7-tetrahydro-benzothiazol-2-yl)-acetamide), BrBr (bromine). Solvent: CC(=O)O (AcOH), CC(=O)O (AcOH). Run at temperature 75 celsius. Product: BrC1C(C2=C(N=C(S2)NC(C)=O)CC1)=O (N-(6-Bromo-7-oxo-4,5,6,7-tetrahydro-benzothiazol-2-yl)-acetamide). RXN SMILES: [O:1]=[C:2]1[C:10]2[S:9][C:8]([NH:11][C:12](=[O:14])[CH3:13])=[N:7][C:6]=2[CH2:5][CH2:4][CH2:3]1.[Br:15]Br>CC(O)=O>[Br:15][CH:3]1[CH2:4][CH2:5][C:6]2[N:7]=[C:8]([NH:11][C:12](=[O:14])[CH3:13])[S:9][C:10]=2[C:2]1=[O:1]. Reported procedure: N-(7-Oxo-4,5,6,7-tetrahydro-benzothiazol-2-yl)-acetamide (Stage T.4, 2.286 g, 10.87 mmol) was dissolved in AcOH (60 ml), then bromine (1.74 g, 10.87 mmol) dissolved in AcOH (10 mL) were slowly added and the RM was heated to 75° C. for 20 h. The color changed from red to beige. The mixture was evaporated and the residue was dissolved in MeOH (10 mL) and precipitated with H2O. The mixture was filtered and dried on HV. The crude material was chromatographed with MPLC C18 H2O 0.1% TFA/CH3CN 0.1% TFA... Reactants: CCNc1cc2c(nc1OC)CCN(C(=O)C(F)(F)F)CC2C, CO, [K+], [K+], O=C([O-])[O-]. The product is CCNc1cc2c(nc1OC)CCNCC2C. Reaction SMILES: [CH2:1]([CH3:2])[NH:3][c:4]1[cH:5][c:6]2[c:7]([n:20][c:21]1[O:22][CH3:23])[CH2:8][CH2:9][N:10]([C:14](=[O:15])[C:16]([F:17])([F:18])[F:19])[CH2:11][CH:12]2[CH3:13].[CH3:30][OH:31].[K+:24].[K+:25].[O-:26][C:27]([O-:28])=[O:29]>>[CH2:1]([CH3:2])[NH:3][c:4]1[cH:5][c:6]2[c:7]([n:20][c:21]1[O:22][CH3:23])[CH2:8][CH2:9][NH:10][CH2:11][CH:12]2[CH3:13].